From a dataset of the Open Reaction Database (ORD), a public repository of structured organic reaction records. describe an organic reaction: reactants, conditions, products, and yield Reactants: Fc1ccc(Cn2nnc3ncc(Br)nc32)cc1, COCCOC, [Na+], O=C([O-])O, O, Cl[Pd]Cl, c1ccc(P(c2ccccc2)c2ccccc2)cc1, c1ccc(P(c2ccccc2)c2ccccc2)cc1, OB(O)c1cccs1. The product is Fc1ccc(Cn2nnc3ncc(-c4cccs4)nc32)cc1. As a reaction SMILES: [Br:1][c:2]1[cH:3][n:4][c:5]2[c:6]([n:7]1)[n:8]([CH2:11][c:12]1[cH:13][cH:14][c:15]([F:18])[cH:16][cH:17]1)[n:9][n:10]2.[CH3:32][O:33][CH2:34][CH2:35][O:36][CH3:37].[Na+:31].[O-:27][C:28]([OH:29])=[O:30].[OH2:38].[Pd:39]([Cl:40])[Cl:41].[c:42]1([P:43]([c:44]2[cH:45][cH:46][cH:47][cH:48][cH:49]2)[c:50]2[cH:51][cH:52][cH:53][cH:54][cH:55]2)[cH:56][cH:57][cH:58][cH:59][cH:60]1.[c:61]1([P:62]([c:63]2[cH:64][cH:65][cH:66][cH:67][cH:68]2)[c:69]2[cH:70][cH:71][cH:72][cH:73][cH:74]2)[cH:75][cH:76][cH:77][cH:78][cH:79]1.[s:19]1[c:20]([B:24]([OH:25])[OH:26])[cH:21][cH:22][cH:23]1>>[c:2]1(-[c:20]2[s:19][cH:23][cH:22][cH:21]2)[cH:3][n:4][c:5]2[c:6]([n:7]1)[n:8]([CH2:11][c:12]1[cH:13][cH:14][c:15]([F:18])[cH:16][cH:17]1)[n:9][n:10]2.